Dataset: the Open Reaction Database (ORD), a public repository of structured organic reaction records. Task: describe an organic reaction: reactants, conditions, products, and yield Reactants: C(C)(C)(C)OC([C@@H](NC(C(=O)CCCCCCCCCCCCCC)(CCCCCCCCCCCCCCCC)O)CS)=O (N-(α-Tetradecyl-β-hydroxyoctadecanoyl)cysteine tert.-butyl ester), FC(C(=O)O)(F)F (trifluoroacetic acid). Yields the product C(CCCCCCCCCCCCC)C(C(CCCCCCCCCCCCCCCC)(O)N[C@@H](CS)C(=O)O)=O (N-(α-Tetradecyl-β-hydroxyoctadecanoyl)cysteine). RXN SMILES: C([O:5][C:6](=[O:45])[C@H:7]([CH2:43][SH:44])[NH:8][C:9]([OH:42])([CH2:26][CH2:27][CH2:28][CH2:29][CH2:30][CH2:31][CH2:32][CH2:33][CH2:34][CH2:35][CH2:36][CH2:37][CH2:38][CH2:39][CH2:40][CH3:41])[C:10]([CH2:12][CH2:13][CH2:14][CH2:15][CH2:16][CH2:17][CH2:18][CH2:19][CH2:20][CH2:21][CH2:22][CH2:23][CH2:24][CH3:25])=[O:11])(C)(C)C.FC(F)(F)C(O)=O>>[CH2:12]([C:10](=[O:11])[C:9]([NH:8][C@H:7]([C:6]([OH:45])=[O:5])[CH2:43][SH:44])([OH:42])[CH2:26][CH2:27][CH2:28][CH2:29][CH2:30][CH2:31][CH2:32][CH2:33][CH2:34][CH2:35][CH2:36][CH2:37][CH2:38][CH2:39][CH2:40][CH3:41])[CH2:13][CH2:14][CH2:15][CH2:16][CH2:17][CH2:18][CH2:19][CH2:20][CH2:21][CH2:22][CH2:23][CH2:24][CH3:25]. Reported procedure: N-(α-Tetradecyl-β-hydroxyoctadecanoyl)cysteine tert.-butyl ester (1 g, 1.5 mmol) is treated with anhydrous trifluoroacetic acid for 1/2 h, and the latter is then removed in a rotary evaporator under high vacuum. The residue is dissolved in tert.-butanol and is freeze-dried.